Dataset: the Open Reaction Database (ORD), a public repository of structured organic reaction records. Task: describe an organic reaction: reactants, conditions, products, and yield Procedure: (Preparation by reaction of 1-[2-amino-4-(isoindoline-2-carbonyl)quinazolin-6-yl]cyclobutanecarboxylic acid [“A61”] with tert-butylamine) Reactants: NC1=NC2=CC=C(C=C2C(=N1)C(=O)N1CC2=CC=CC=C2C1)C1(CCC1)C(=O)O (1-[2-amino-4-(isoindoline-2-carbonyl)quinazolin-6-yl]cyclobutanecarboxylic acid), C(C)(C)(C)N (tert-butylamine). RXN SMILES: [NH2:1][C:2]1[N:11]=[C:10]([C:12]([N:14]2[CH2:22][C:21]3[C:16](=[CH:17][CH:18]=[CH:19][CH:20]=3)[CH2:15]2)=[O:13])[C:9]2[C:4](=[CH:5][CH:6]=[C:7]([C:23]3([C:27](O)=[O:28])[CH2:26][CH2:25][CH2:24]3)[CH:8]=2)[N:3]=1.[C:30]([NH2:34])([CH3:33])([CH3:32])[CH3:31]>>[NH2:1][C:2]1[N:11]=[C:10]([C:12]([N:14]2[CH2:15][C:16]3[C:21](=[CH:20][CH:19]=[CH:18][CH:17]=3)[CH2:22]2)=[O:13])[C:9]2[C:4](=[CH:5][CH:6]=[C:7]([C:23]3([C:27]([NH:34][C:30]([CH3:33])([CH3:32])[CH3:31])=[O:28])[CH2:24][CH2:25][CH2:26]3)[CH:8]=2)[N:3]=1. Product: NC1=NC2=CC=C(C=C2C(=N1)C(=O)N1CC2=CC=CC=C2C1)C1(CCC1)C(=O)NC(C)(C)C (1-[2-Amino-4-(isoindoline-2-carbonyl)quinazolin-6-yl]-N-tert-butylcyclobutanecarboxamide). Yields the product C(C1=CC=CC=C1)C1=C(C(=C2C(=CC=CN12)O)C(C(=O)N)=O)C ((3-Benzyl-8-hydroxy-2-methylindolizin-1-yl)glyoxylamide). Starting materials: ClC=1C=C(CC2=C(C(=C3C(=CC=CN23)O)C(C(=O)N)=O)CC)C=CC1 ((3-(m-Chlorobenzyl)-2-ethyl-8-hydroxyindolizin-1-yl)glyoxylamide). Solvent: CCOC(=O)C.CCCCCC (AcOEt hexane). Procedure: (3-(m-Chlorobenzyl)-2-ethyl-8-hydroxyindolizin-1-yl)glyoxylamide 36h. Mp, 144-146° C. (AcOEt-hexane). 88% Yield. Yield: 88.0%. RXN SMILES: Cl[C:2]1[CH:3]=[C:4]([CH:23]=[CH:24][CH:25]=1)[CH2:5][C:6]1[N:14]2[C:9]([C:10]([OH:15])=[CH:11][CH:12]=[CH:13]2)=[C:8]([C:16](=[O:20])[C:17]([NH2:19])=[O:18])[C:7]=1[CH2:21]C>CCOC(C)=O.CCCCCC>[CH2:5]([C:6]1[N:14]2[C:9]([C:10]([OH:15])=[CH:11][CH:12]=[CH:13]2)=[C:8]([C:16](=[O:20])[C:17]([NH2:19])=[O:18])[C:7]=1[CH3:21])[C:4]1[CH:23]=[CH:24][CH:25]=[CH:2][CH:3]=1 |f:1.2|. Reactants: CCN(C(C)C)C(C)C, CS(C)=O, N#Cc1ccc(OCCCCl)cc1F, N#Cc1ccc(OCCCC2CCNCC2)cc1F, O. The product is N#Cc1ccc(OCCCC2CCN(CCCOc3ccc(C#N)c(F)c3)CC2)cc1F. As a reaction SMILES: [CH2:38]([N:39]([CH:40]([CH3:41])[CH3:42])[CH:43]([CH3:44])[CH3:45])[CH3:46].[CH3:1][S:2]([CH3:3])=[O:4].[Cl:24][CH2:25][CH2:26][CH2:27][O:28][c:29]1[cH:30][c:31]([F:37])[c:32]([C:33]#[N:34])[cH:35][cH:36]1.[F:5][c:6]1[c:7]([C:8]#[N:9])[cH:10][cH:11][c:12]([O:14][CH2:15][CH2:16][CH2:17][CH:18]2[CH2:19][CH2:20][NH:21][CH2:22][CH2:23]2)[cH:13]1.[OH2:47]>>[F:5][c:6]1[c:7]([C:8]#[N:9])[cH:10][cH:11][c:12]([O:14][CH2:15][CH2:16][CH2:17][CH:18]2[CH2:19][CH2:20][N:21]([CH2:25][CH2:26][CH2:27][O:28][c:29]3[cH:30][c:31]([F:37])[c:32]([C:33]#[N:34])[cH:35][cH:36]3)[CH2:22][CH2:23]2)[cH:13]1. Reactants: CC1(C)OB(c2ccc(N)cc2)OC1(C)C, CCN(CC)CCCCNc1ncc2c(Cl)nn(C)c2n1. Product: CCN(CC)CCCCNc1ncc2c(-c3ccc(N)cc3)nn(C)c2n1. Reaction SMILES: [CH3:22][C:23]1([CH3:24])[C:25]([CH3:26])([CH3:27])[O:28][B:29]([c:30]2[cH:31][cH:32][c:33]([NH2:34])[cH:35][cH:36]2)[O:37]1.[Cl:1][c:2]1[n:3][n:4]([CH3:21])[c:5]2[n:6][c:7]([NH:11][CH2:12][CH2:13][CH2:14][CH2:15][N:16]([CH2:17][CH3:18])[CH2:19][CH3:20])[n:8][cH:9][c:10]12>>[c:2]1(-[c:30]2[cH:31][cH:32][c:33]([NH2:34])[cH:35][cH:36]2)[n:3][n:4]([CH3:21])[c:5]2[n:6][c:7]([NH:11][CH2:12][CH2:13][CH2:14][CH2:15][N:16]([CH2:17][CH3:18])[CH2:19][CH3:20])[n:8][cH:9][c:10]12. Starting materials: [Sn] (tin), C(CCC)=O (n-butyraldehyde), C(CCC)(=O)O.C(C)C(CO)C(CCC)O (2-ethylhexane-1,3-diol monobutyrate), stainless steel, C(CCC)=O (n-butyraldehyde). Reagents/catalysts: [Sn] (tin). The solvent is O (water). Conditions: temperature 160 celsius, time 2 hour. The product is C(CCC)=O (n-butyraldehyde), C(C)C(C=O)=CCCC (2-ethylhexenal), n-butyraldol, C(CCC)(=O)O.C(C)C(CO)C(CCC)O (2-ethylhexane-1,3-diol monobutyrate). Yield: 45.0%. RXN SMILES: [CH:1](=[O:5])[CH2:2][CH2:3][CH3:4].[C:6]([OH:11])(=[O:10])[CH2:7][CH2:8][CH3:9].[CH2:12]([CH:14]([CH:17]([OH:21])[CH2:18][CH2:19][CH3:20])[CH2:15][OH:16])[CH3:13].[Sn]>[Sn].O>[CH:1](=[O:5])[CH2:2][CH2:3][CH3:4].[CH2:12]([C:14](=[CH:17][CH2:18][CH2:19][CH3:20])[CH:15]=[O:16])[CH3:13].[C:6]([OH:11])(=[O:10])[CH2:7][CH2:8][CH3:9].[CH2:12]([CH:14]([CH:17]([OH:21])[CH2:18][CH2:19][CH3:20])[CH2:15][OH:16])[CH3:13] |f:1.2,8.9,^3:21,22|. Procedure: The purpose of this example is to demonstrate the use of tin metal as a catalyst for the conversion of n-butyraldehyde to 2-ethylhexane-1,3-diol monobutyrate. A 300 milliliter stainless steel autoclave is charged with 120 grams of n-butyraldehyde containing 2 weight percent water. Granular tin metal, 20 mesh (2.4 grams, 2.0 weight percent) is added. The autoclave is pressured to 100 psig nitrogen and heated to 160° C. with stirring for 2 hours. The autoclave is then cooled and vented. The liquid... The reactants are CC1=CC=NC=C1 (4-methylpyridine), ICCCI (1,3-diiodopropane). Run in C(C)(=O)OCC (Ethyl acetate). Yields the product [I-].ICCC[N+]1=CC=C(C=C1)C (N-(3-iodopropyl)-4-methylpyridinium iodide), Compound 1C. Reaction SMILES: [CH3:1][C:2]1[CH:7]=[CH:6][N:5]=[CH:4][CH:3]=1.[I:8][CH2:9][CH2:10][CH2:11]I>C(OCC)(=O)C>[I-:8].[I:8][CH2:9][CH2:10][CH2:11][N+:5]1[CH:6]=[CH:7][C:2]([CH3:1])=[CH:3][CH:4]=1 |f:3.4|. Reported procedure: In the first step, 2-methylthiobenzothiazole (Aldrich Chemical Company, Milwaukee, Wis.) is quaternized by heating at 120° C. with an equivalent of methyl p-toluenesulfonate to yield N-methyl-2-methylthiobenzothiazolium p-toluenesulfonate (Compound 1A is also commercially available from TCI, Portland, Oreg.). N-(3-iodopropyl)-4-methylpyridinium iodide (Compound 1 B) is prepared by heating 4-methylpyridine (1.00 g) with 5 mL of 1,3-diiodopropane without a solvent at 120° C. for about 1 hour. Ethy... Starting materials: ClC1=CC=C(C=C1)C=1N=C(OC1CCC(=O)O)N1C(=NC=C1)C (4-(4-chlorophenyl)-2-(2-methyl-1-imidazolyl)-5-oxazolepropionic acid), C([O-])([O-])=O.[K+].[K+] (potassium carbonate), ICC (iodoethane), CN(C=O)C (N,N-dimethylformamide). The solvent is O (Water). Reaction conditions: time 16 hour. Product: ClC1=CC=C(C=C1)C=1N=C(OC1CCC(=O)OCC)N1C(=NC=C1)C (ethyl 4-(4-chlorophenyl)-2-(2-methyl-1-imidazolyl)-5-oxazolepropionate). Yield: 91.3%. As a reaction SMILES: [Cl:1][C:2]1[CH:7]=[CH:6][C:5]([C:8]2[N:9]=[C:10]([N:18]3[CH:22]=[CH:21][N:20]=[C:19]3[CH3:23])[O:11][C:12]=2[CH2:13][CH2:14][C:15]([OH:17])=[O:16])=[CH:4][CH:3]=1.C(=O)([O-])[O-].[K+].[K+].I[CH2:31][CH3:32].CN(C)C=O>O>[Cl:1][C:2]1[CH:3]=[CH:4][C:5]([C:8]2[N:9]=[C:10]([N:18]3[CH:22]=[CH:21][N:20]=[C:19]3[CH3:23])[O:11][C:12]=2[CH2:13][CH2:14][C:15]([O:17][CH2:31][CH3:32])=[O:16])=[CH:6][CH:7]=1 |f:1.2.3|. Procedure details: A mixture of 4-(4-chlorophenyl)-2-(2-methyl-1-imidazolyl)-5-oxazolepropionic acid(500mg), potassium carbonate(310 mg), iodoethane(350mg) and N,N-dimethylformamide(10 ml) was stirred at room temperature for 16 hours. Water was added to the mixture, and the resulting mixture was extracted with ethyl acetate. The ethyl acetate layer was washed with water, and dried(MgSO4). The solvent was evaporated and the 15 crystals thus precipitated were collected by filtration. These were recrystallized from a... The reactants are BrCC(=O)OCC (Ethyl bromoacetate), [N+](=O)([O-])C1=C2CC(NC2=CC=C1)=O (4-nitro-1,3-dihydro-2H-indol-2-one), [N+](=O)([O-])C1=C2CC(NC2=CC=C1)=O (4-nitro-1,3-dihydro-2H-indol-2-one), [H-].[Na+] (sodium hydride). The solvent is CN(C)C=O (DMF), CN(C)C=O (DMF). Conditions: time 30 minute. Product: [N+](=O)([O-])C1=C2C(C(NC2=CC=C1)=O)CC(=O)OCC ((±)-Ethyl (4-nitro-2-oxo-2,3-dihydro-1H-indol-3-yl)acetate). As a reaction SMILES: [N+:1]([C:4]1[CH:12]=[CH:11][CH:10]=[C:9]2[C:5]=1[CH2:6][C:7](=[O:13])[NH:8]2)([O-:3])=[O:2].[H-].[Na+].Br[CH2:17][C:18]([O:20][CH2:21][CH3:22])=[O:19]>CN(C=O)C>[N+:1]([C:4]1[CH:12]=[CH:11][CH:10]=[C:9]2[C:5]=1[CH:6]([CH2:17][C:18]([O:20][CH2:21][CH3:22])=[O:19])[C:7](=[O:13])[NH:8]2)([O-:3])=[O:2] |f:1.2|. Procedure: To a stirred solution of 4-nitro-1,3-dihydro-2H-indol-2-one (3.00 g, 16.8 mmol, described in Intermediate 17) in DMF (100 mL) at 0° C. was added sodium hydride (60% dispersion in mineral oil; 740 mg, 18.5 mmol) and the resulting mixture was stirred for 30 min. Ethyl bromoacetate (1.87 mL, 16.8 mmol) in DMF (10 mL) was added dropwise over 10 min. The reaction mixture was stirred at 0° C. for 2 h, then quenched with H2O (200 mL). The mixture was extracted with EtOAc (5×200 mL) and the combined org... Reactants: CN(C)c1ccncc1, O=C(Oc1c(F)c(F)c(F)c(F)c1F)C(c1c2c(nn1-c1ccc(Cl)cc1)CCC2)C1CCCCC1, NC1CCCCC1, CN(C)C=O. The product is O=C(NC1CCCCC1)C(c1c2c(nn1-c1ccc(Cl)cc1)CCC2)C1CCCCC1. Reaction SMILES: [CH3:49][N:50]([c:51]1[cH:52][cH:53][n:54][cH:55][cH:56]1)[CH3:57].[F:1][c:2]1[c:3]([O:4][C:9]([CH:10]([CH:11]2[CH2:12][CH2:13][CH2:14][CH2:15][CH2:16]2)[c:17]2[n:18](-[c:25]3[cH:26][cH:27][c:28]([Cl:31])[cH:29][cH:30]3)[n:19][c:20]3[c:21]2[CH2:22][CH2:23][CH2:24]3)=[O:32])[c:5]([F:6])[c:7]([F:8])[c:33]([F:34])[c:35]1[F:36].[NH2:37][CH:38]1[CH2:39][CH2:40][CH2:41][CH2:42][CH2:43]1.[O:44]=[CH:45][N:46]([CH3:47])[CH3:48]>>[C:9]([CH:10]([CH:11]1[CH2:12][CH2:13][CH2:14][CH2:15][CH2:16]1)[c:17]1[n:18](-[c:25]2[cH:26][cH:27][c:28]([Cl:31])[cH:29][cH:30]2)[n:19][c:20]2[c:21]1[CH2:22][CH2:23][CH2:24]2)(=[O:32])[NH:37][CH:38]1[CH2:39][CH2:40][CH2:41][CH2:42][CH2:43]1.